From a dataset of the Open Reaction Database (ORD), a public repository of structured organic reaction records. describe an organic reaction: reactants, conditions, products, and yield Reactants: CCBr, O=C([O-])[O-], Cc1noc(C)c1Cn1cc(-n2c(=O)[nH]n(Cc3ccccc3)c2=O)cn1, [Cs+], [Cs+], CN(C)C=O. The product is CCn1c(=O)n(-c2cnn(Cc3c(C)noc3C)c2)c(=O)n1Cc1ccccc1. Reaction SMILES: [Br:28][CH2:29][CH3:30].[C:31](=[O:32])([O-:33])[O-:34].[CH2:1]([c:2]1[cH:3][cH:4][cH:5][cH:6][cH:7]1)[n:8]1[nH:9][c:10](=[O:27])[n:11](-[c:14]2[cH:15][n:16][n:17]([CH2:19][c:20]3[c:21]([CH3:26])[n:22][o:23][c:24]3[CH3:25])[cH:18]2)[c:12]1=[O:13].[Cs+:35].[Cs+:36].[O:37]=[CH:38][N:39]([CH3:40])[CH3:41]>>[CH2:1]([c:2]1[cH:3][cH:4][cH:5][cH:6][cH:7]1)[n:8]1[n:9]([CH2:29][CH3:30])[c:10](=[O:27])[n:11](-[c:14]2[cH:15][n:16][n:17]([CH2:19][c:20]3[c:21]([CH3:26])[n:22][o:23][c:24]3[CH3:25])[cH:18]2)[c:12]1=[O:13]. Starting materials: BrC1=C(C=C(C(=C1)F)[N+](=O)[O-])O (2-bromo-4-fluoro-5-nitrophenol), [N+](=O)(O)[O-] (nitric acid). The solvent is C(Cl)Cl (methylene chloride), C(Cl)Cl (methylene chloride). Reaction conditions: time 15 minute. Product: BrC1=CC(=C(C(=C1O)[N+](=O)[O-])[N+](=O)[O-])F (6-Bromo-4-fluoro-2,3-dinitrophenol). Reaction SMILES: [Br:1][C:2]1[CH:7]=[C:6]([F:8])[C:5]([N+:9]([O-:11])=[O:10])=[CH:4][C:3]=1[OH:12].[N+:13]([O-])([OH:15])=[O:14]>C(Cl)Cl>[Br:1][C:2]1[C:3]([OH:12])=[C:4]([N+:13]([O-:15])=[O:14])[C:5]([N+:9]([O-:11])=[O:10])=[C:6]([F:8])[CH:7]=1. Procedure details: To a solution of 2-bromo-4-fluoro-5-nitrophenol (4.0 g, 17 mmol) (Ark # AK-27735) in methylene chloride (29.5 mL), 2.0 M nitric acid in methylene chloride (25 mL) was added and the mixture was stirred for 15 min at RT. The mixture was poured into ice-cold water and extracted with methylene chloride to give the crude product, 4.42 g, 93%. Reactants: C([O-])([O-])=O.[Na+].[Na+] (Sodium carbonate), step-ii, CC1(OB(OC1(C)C)C=1C=C(C=CC1)NS(=O)(=O)C)C (N-(3-(4,4,5,5-tetramethyl-1,3,2-dioxaborolan-2-yl)phenyl)methanesulfonamide), C(C1=CC=CC=C1)N1N=CC(=C1)C1=CN(C2=NC=C(C=C21)Br)S(=O)(=O)C2=CC=C(C)C=C2 (3-(1-benzyl-1H-pyrazol-4-yl)-5-bromo-1-tosyl-1H-pyrrolo[2,3-b]pyridine), CC1(OB(OC1(C)C)C=1C=C(C=CC1)NS(=O)(=O)C)C (N-(3-(4,4,5,5-tetramethyl-1,3,2-dioxaborolan-2-yl)phenyl)methanesulfonamide). The reagents and catalysts are C1=CC=C(C=C1)P([C-]2C=CC=C2)C3=CC=CC=C3.C1=CC=C(C=C1)P([C-]2C=CC=C2)C3=CC=CC=C3.Cl[Pd]Cl.[Fe+2] (PdCl2(dppf)). Run in C1(=CC=CC=C1)C.C(C)O.O (toluene ethanol water). Yields the product C(C1=CC=CC=C1)N1N=CC(=C1)C1=CN(C2=NC=C(C=C21)C=2C=C(C=CC2)NS(=O)(=O)C)S(=O)(=O)C2=CC=C(C)C=C2 (N-(3-(3-(1-benzyl-1H-pyrazol-4-yl)-1-tosyl-1H-pyrrolo[2,3-b]pyridin-5-yl)phenyl) methane sulfonamide). Yield: 46.3%. RXN SMILES: [CH2:1]([N:8]1[CH:12]=[C:11]([C:13]2[C:21]3[C:16](=[N:17][CH:18]=[C:19](Br)[CH:20]=3)[N:15]([S:23]([C:26]3[CH:32]=[CH:31][C:29]([CH3:30])=[CH:28][CH:27]=3)(=[O:25])=[O:24])[CH:14]=2)[CH:10]=[N:9]1)[C:2]1[CH:7]=[CH:6][CH:5]=[CH:4][CH:3]=1.CC1(C)C(C)(C)OB([C:41]2[CH:42]=[C:43]([NH:47][S:48]([CH3:51])(=[O:50])=[O:49])[CH:44]=[CH:45][CH:46]=2)O1.C(=O)([O-])[O-].[Na+].[Na+]>C1C=CC(P(C2C=CC=CC=2)[C-]2C=CC=C2)=CC=1.C1C=CC(P(C2C=CC=CC=2)[C-]2C=CC=C2)=CC=1.Cl[Pd]Cl.[Fe+2].C1(C)C=CC=CC=1.C(O)C.O>[CH2:1]([N:8]1[CH:12]=[C:11]([C:13]2[C:21]3[C:16](=[N:17][CH:18]=[C:19]([C:41]4[CH:42]=[C:43]([NH:47][S:48]([CH3:51])(=[O:49])=[O:50])[CH:44]=[CH:45][CH:46]=4)[CH:20]=3)[N:15]([S:23]([C:26]3[CH:32]=[CH:31][C:29]([CH3:30])=[CH:28][CH:27]=3)(=[O:25])=[O:24])[CH:14]=2)[CH:10]=[N:9]1)[C:2]1[CH:7]=[CH:6][CH:5]=[CH:4][CH:3]=1 |f:2.3.4,5.6.7.8,9.10.11|. Reported procedure: Using similar reaction conditions as described in step-ii of example-1, 3-(1-benzyl-1H-pyrazol-4-yl)-5-bromo-1-tosyl-1H-pyrrolo[2,3-b]pyridine (220 mg, 0.433 mmol) was coupled with N-(3-(4,4,5,5-tetramethyl-1,3,2-dioxaborolan-2-yl)phenyl)methanesulfonamide (intermediate 3) in Sodium carbonate (137.68 mg, 1.29 mmol), PdCl2(dppf) (15.8 mg, 0.02 mmol), toluene/ethanol/water (5/5/2 ml). This on purification by preparative TLC using methanol/chloroform as eluent afforded 120 mg (46.3% yield) of the p... Starting materials: ClC1=NC(=CC=C1)S(=O)(=O)[O-].[Na+] (sodium 2-chloropyridine-6-sulfonate). The solvent is Cl (hydrochloric acid). Conditions: time 8 hour. The product is ClC1=NC(=CC=C1)S(=O)(=O)O (2-chloropyridine-6-sulfonic acid). Isolated yield 96.5%. RXN SMILES: [Cl:1][C:2]1[CH:7]=[CH:6][CH:5]=[C:4]([S:8]([O-:11])(=[O:10])=[O:9])[N:3]=1.[Na+]>Cl>[Cl:1][C:2]1[CH:7]=[CH:6][CH:5]=[C:4]([S:8]([OH:11])(=[O:10])=[O:9])[N:3]=1 |f:0.1|. Procedure details: Into 0.82 g (3.8 mmol) of sodium 2-chloropyridine-6-sulfonate prepared in accordance with Example 1, 10 ml of concentrated hydrochloric acid was added, and the mixture was stirred at room temperature overnight. Then, the solvent was distilled off, and after an addition of 200 ml of 2-propanol, the residue was heated. Insoluble matters were removed by filtration, and the filtrate was distilled under reduced pressure to obtain 710 mg (96.6%) of 2-chloropyridine-6-sulfonic acid as crystalline solid...